describe an organic reaction: reactants, conditions, products, and yield From a dataset of the Open Reaction Database (ORD), a public repository of structured organic reaction records. The reactants are C(CCCCCCCCCCCCCCCCC)(=O)O (Stearic acid), BrBr (bromine), P(Cl)(Cl)Cl (Phosphorus trichloride), [Br-] (bromide). Run in O (water), C(Cl)(Cl)(Cl)Cl (carbon tetrachloride), C(C)O (ethanol). Reaction conditions: temperature 90 celsius. The product is BrC(C(=O)O)CCCCCCCCCCCCCCCC (2-bromostearic acid). As a reaction SMILES: [C:1]([OH:20])(=[O:19])[CH2:2][CH2:3][CH2:4][CH2:5][CH2:6][CH2:7][CH2:8][CH2:9][CH2:10][CH2:11][CH2:12][CH2:13][CH2:14][CH2:15][CH2:16][CH2:17][CH3:18].P(Cl)(Cl)Cl.[Br-:25].BrBr>C(O)C.O.C(Cl)(Cl)(Cl)Cl>[Br:25][CH:2]([CH2:3][CH2:4][CH2:5][CH2:6][CH2:7][CH2:8][CH2:9][CH2:10][CH2:11][CH2:12][CH2:13][CH2:14][CH2:15][CH2:16][CH2:17][CH3:18])[C:1]([OH:20])=[O:19]. Procedure: Stearic acid (42.6 g) was heated in an oil bath to 90° C. until it melted. Phosphorus trichloride (0.6 ml) was added to the melt while bromide (8.5 ml) was added dropwise over 3 hours under stirring. Another portion (7.7 ml) of bromine was added dropwise over 2.5 hours, and thereafter the mixture was heated at 90° C. for 3.5 hours. The reaction mixture was cooled, followed by the addition of 200 ml of carbon tetrachloride and 100 ml of water. The organic layer was dried with anhydrous sodium sul... Reactants: C(C)N1CC(CCC1)CCN1C2=NC(=NC(=C2N=C1OC)N)O[C@H](CCC)C (9-[2-(1-Ethyl-3-piperidinyl)ethyl]-2-{[(1S)-1-methylbutyl]oxy}-8-(methyloxy)-9H-purin-6-amine), C[C@@H](CCC)OC1=NC(=C2N=C(N(C2=N1)CCCC1CCNCC1)OC)N (2-{[(1S)-1-methylbutyl]oxy}-8-(methyloxy)-9-[3-(4-piperidinyl)propyl]-9H-purin-6-amine), IC(C)C (2-iodopropane). Yields the product C[C@@H](CCC)OC1=NC(=C2N=C(N(C2=N1)CCCC1CCN(CC1)C(C)C)OC)N (2-{[(1S)-1-Methylbutyl]oxy}-9-{3-[1-(1-methylethyl)-4-piperidinyl]propyl}-8-(methyloxy)-9H-purin-6-amine). As a reaction SMILES: C(N1CC[CH2:6][CH:5](CCN2C(OC)=NC3C2=NC(O[C@@H](C)CCC)=NC=3N)[CH2:4]1)C.[CH3:29][C@H:30]([O:34][C:35]1[N:43]=[C:42]2[C:38]([N:39]=[C:40]([O:53][CH3:54])[N:41]2[CH2:44][CH2:45][CH2:46][CH:47]2[CH2:52][CH2:51][NH:50][CH2:49][CH2:48]2)=[C:37]([NH2:55])[N:36]=1)[CH2:31][CH2:32][CH3:33].IC(C)C>>[CH3:29][C@H:30]([O:34][C:35]1[N:43]=[C:42]2[C:38]([N:39]=[C:40]([O:53][CH3:54])[N:41]2[CH2:44][CH2:45][CH2:46][CH:47]2[CH2:52][CH2:51][N:50]([CH:5]([CH3:6])[CH3:4])[CH2:49][CH2:48]2)=[C:37]([NH2:55])[N:36]=1)[CH2:31][CH2:32][CH3:33]. Procedure details: Prepared similarly to Intermediate 46 from 2-{[(1S)-1-methylbutyl]oxy}-8-(methyloxy)-9-[3-(4-piperidinyl)propyl]-9H-purin-6-amine and 2-iodopropane. Starting materials: Cl.C(C(C)C)NCCC(C)Cl (N-isobutyl-3-chlorobutylamine HCl salt), CC1=C(C=CC(=C1)[N+](=O)[O-])N=C=S (2-methyl-4-nitrophenyl isothiocyanate). Product: CC1=C(C=CC(=C1)[N+](=O)[O-])N=C1SCCCCN1CC(C)C (2-(2-methyl-4-nitrophenylimino)-3-isobutyltetrahydro-1,3-thiazepine). Reaction SMILES: Cl.[CH2:2]([NH:6][CH2:7][CH2:8][CH:9](Cl)[CH3:10])[CH:3]([CH3:5])[CH3:4].[CH3:12][C:13]1[CH:18]=[C:17]([N+:19]([O-:21])=[O:20])[CH:16]=[CH:15][C:14]=1[N:22]=[C:23]=[S:24]>>[CH3:12][C:13]1[CH:18]=[C:17]([N+:19]([O-:21])=[O:20])[CH:16]=[CH:15][C:14]=1[N:22]=[C:23]1[N:6]([CH2:2][CH:3]([CH3:5])[CH3:4])[CH2:7][CH2:8][CH2:9][CH2:10][S:24]1 |f:0.1|. Procedure: 4-Aminobutanol was reacted with butyraldehyde according to Method B9a, Step 1 to afford 2-isopropyltetrahydro,1,3-oxazepine. The 1,3-oxazepine was reduced according to Method B9a, Step 2 to give N-isobutyl-3-hydroxybutylamine. The 3-hydroxybutylamine was reacted with SOCl2 according to Method B9a, Step 3 to give N-isobutyl-3-chlorobutylamine HCl salt. The 3-chlorobutylamine was reacted with 2-methyl-4-nitrophenyl isothiocyanate according to Method C1a to afford 2-(2-methyl-4-nitrophenylimino)-3-... Reactants: CC1(C)CCC(=O)CC1=O, CN(C(=O)c1cc(C(F)(F)F)cc(C(F)(F)F)c1)C1CCNCC1c1ccc(Cl)c(Cl)c1, Cl. Yields the product CN(C(=O)c1cc(C(F)(F)F)cc(C(F)(F)F)c1)C1CCN(C2=CC(=O)C(C)(C)CC2)CC1c1ccc(Cl)c(Cl)c1. Reaction SMILES: [CH3:34][C:35]1([CH3:43])[C:36](=[O:42])[CH2:37][C:38](=[O:41])[CH2:39][CH2:40]1.[Cl:2][c:3]1[cH:4][c:5]([CH:10]2[CH2:11][NH:12][CH2:13][CH2:14][CH:15]2[N:16]([C:17]([c:18]2[cH:19][c:20]([C:28]([F:29])([F:30])[F:31])[cH:21][c:22]([C:24]([F:25])([F:26])[F:27])[cH:23]2)=[O:32])[CH3:33])[cH:6][cH:7][c:8]1[Cl:9].[ClH:1]>>[Cl:2][c:3]1[cH:4][c:5]([CH:10]2[CH2:11][N:12]([C:38]3=[CH:37][C:36](=[O:42])[C:35]([CH3:34])([CH3:43])[CH2:40][CH2:39]3)[CH2:13][CH2:14][CH:15]2[N:16]([C:17]([c:18]2[cH:19][c:20]([C:28]([F:29])([F:30])[F:31])[cH:21][c:22]([C:24]([F:25])([F:26])[F:27])[cH:23]2)=[O:32])[CH3:33])[cH:6][cH:7][c:8]1[Cl:9]. Starting materials: N([C@H](CC1CCCCC1)C(=O)O)C(=O)OC(C)(C)C (Boc-D-Cha), N1[C@H](C(=O)OCC2=CC=CC=C2)CCC1 (Pro-OBzl). Product: N([C@H](CC1CCCCC1)C(=O)N1[C@H](C(=O)OCC2=CC=CC=C2)CCC1)C(=O)OC(C)(C)C (Boc-D-Cha-Pro-OBzl). As a reaction SMILES: [NH:1]([C:13]([O:15][C:16]([CH3:19])([CH3:18])[CH3:17])=[O:14])[C@@H:2]([C:10]([OH:12])=O)[CH2:3][CH:4]1[CH2:9][CH2:8][CH2:7][CH2:6][CH2:5]1.[NH:20]1[CH2:34][CH2:33][CH2:32][C@H:21]1[C:22]([O:24][CH2:25][C:26]1[CH:31]=[CH:30][CH:29]=[CH:28][CH:27]=1)=[O:23]>>[NH:1]([C:13]([O:15][C:16]([CH3:19])([CH3:18])[CH3:17])=[O:14])[C@@H:2]([C:10]([N:20]1[CH2:34][CH2:33][CH2:32][C@H:21]1[C:22]([O:24][CH2:25][C:26]1[CH:27]=[CH:28][CH:29]=[CH:30][CH:31]=1)=[O:23])=[O:12])[CH2:3][CH:4]1[CH2:5][CH2:6][CH2:7][CH2:8][CH2:9]1. Procedure: Boc-D-Cha-Pro-OBzl was prepared according a similar manner as described in example 1 using Boc-D-Cha and Pro-OBzl. The yield is 69.6%. Reported procedure: A procedure similar to that in Example 4 was used. 4-(4-fluoro-phenyl)-5-(4-nitro-benzyl)-thiazol-2-ylamine prepared in Example 9 and p-fluorobenzoyl chloride were used as starting materials, allowed to react at 35-40° C. for 24 hours, followed by post-treatment to obtain a crude product, which was purified by a silica gel column chromatography eluted with petroleum ether and ethyl acetate (4:1) to obtain a product as a pale yellow solid in a yield of 69.6%, mp: 120-122 └. 1H-NMR (CDCl3, 400 MHz... RXN SMILES: [F:1][C:2]1[CH:7]=[CH:6][C:5]([C:8]2[N:9]=[C:10]([NH2:23])[S:11][C:12]=2[CH2:13][C:14]2[CH:19]=[CH:18][C:17]([N+:20]([O-:22])=[O:21])=[CH:16][CH:15]=2)=[CH:4][CH:3]=1.[F:24][C:25]1[CH:33]=[CH:32][C:28]([C:29](Cl)=[O:30])=[CH:27][CH:26]=1>>[F:24][C:25]1[CH:33]=[CH:32][C:28]([C:29]([NH:23][C:10]2[S:11][C:12]([CH2:13][C:14]3[CH:19]=[CH:18][C:17]([N+:20]([O-:22])=[O:21])=[CH:16][CH:15]=3)=[C:8]([C:5]3[CH:4]=[CH:3][C:2]([F:1])=[CH:7][CH:6]=3)[N:9]=2)=[O:30])=[CH:27][CH:26]=1. Yields the product FC1=CC=C(C(=O)NC=2SC(=C(N2)C2=CC=C(C=C2)F)CC2=CC=C(C=C2)[N+](=O)[O-])C=C1 (4-fluoro-N-[4-(4-fluoro-phenyl)-5-(4-nitro-benzyl)-thiazol-2-yl]-benzamide). Starting materials: FC1=CC=C(C=C1)C=1N=C(SC1CC1=CC=C(C=C1)[N+](=O)[O-])N (4-(4-fluoro-phenyl)-5-(4-nitro-benzyl)-thiazol-2-ylamine), FC1=CC=C(C(=O)Cl)C=C1 (p-fluorobenzoyl chloride). Reactants: O=C(NCC1CCC1)c1ccc(N2CCNCC2)nn1, O=C(O)c1ccccc1C(F)(F)F. The product is O=C(NCC1CCC1)c1ccc(N2CCN(C(=O)c3ccccc3C(F)(F)F)CC2)nn1. RXN SMILES: [CH:14]1([CH2:18][NH:19][C:20](=[O:21])[c:22]2[n:23][n:24][c:25]([N:28]3[CH2:29][CH2:30][NH:31][CH2:32][CH2:33]3)[cH:26][cH:27]2)[CH2:15][CH2:16][CH2:17]1.[F:1][C:2]([c:3]1[c:4]([C:5](=[O:6])[OH:7])[cH:8][cH:9][cH:10][cH:11]1)([F:12])[F:13]>>[F:1][C:2]([c:3]1[c:4]([C:5](=[O:7])[N:31]2[CH2:30][CH2:29][N:28]([c:25]3[n:24][n:23][c:22]([C:20]([NH:19][CH2:18][CH:14]4[CH2:15][CH2:16][CH2:17]4)=[O:21])[cH:27][cH:26]3)[CH2:33][CH2:32]2)[cH:8][cH:9][cH:10][cH:11]1)([F:12])[F:13].